From a dataset of the Open Reaction Database (ORD), a public repository of structured organic reaction records. describe an organic reaction: reactants, conditions, products, and yield Reactants: O=C1NC2=C(SC3=C1C=CC(=C3)C(=O)OC)C=CC=C2 (Methyl 10,11-Dihydro-11-oxodibenzo[b,f][1,4]thiazepin-3-carboxylate), [OH-].[Ca+2].[OH-] (calcium hydroxide). Run in ClC1=CC(=CC=C1)C(=O)OO (m-chloroperbenzoic acid), C(Cl)(Cl)Cl (chloroform). Conditions: time 12 hour. Yields the product O=C1NC2=C(S(C3=C1C=CC(=C3)C(=O)OC)(=O)=O)C=CC=C2 (Methyl 10,11-Dihydro-11-oxo-dibenzo[b,f][1,4]thiazepin-3-carboxylate 5,5-Dioxide). RXN SMILES: [O:1]=[C:2]1[C:8]2[CH:9]=[CH:10][C:11]([C:13]([O:15][CH3:16])=[O:14])=[CH:12][C:7]=2[S:6][C:5]2[CH:17]=[CH:18][CH:19]=[CH:20][C:4]=2[NH:3]1.[OH-:21].[Ca+2].[OH-:23]>ClC1C=CC=C(C(OO)=O)C=1.C(Cl)(Cl)Cl>[O:1]=[C:2]1[C:8]2[CH:9]=[CH:10][C:11]([C:13]([O:15][CH3:16])=[O:14])=[CH:12][C:7]=2[S:6](=[O:23])(=[O:21])[C:5]2[CH:17]=[CH:18][CH:19]=[CH:20][C:4]=2[NH:3]1 |f:1.2.3|. Procedure: Dissolve 570 mg (2 mmoles) of the ester of Example 2 in a mixture of 2.3 gm of m-chloroperbenzoic acid and 75 cc of chloroform and stir for 12 hours at room temperature. Basify with calcium hydroxide. Filter and evaporate to dryness. Chromatograph the residue over silica gel eluding with 30% ethyl acetate in benzene. Collect the sulfone fractions and evaporate to dryness. Stir the residue in ether for 30 minutes, filter and dry to obtain the title product (m.p. 300°-302° C.), sintered around 295...